Dataset: the Open Reaction Database (ORD), a public repository of structured organic reaction records. Task: describe an organic reaction: reactants, conditions, products, and yield Starting materials: C(C)(=O)O (acetic acid), C(C)(C)C1=C(C(=CC=C1)C(C)C)O (2,6-diisopropylphenol), C(C)(=O)O (acetic acid). Run in C(C)(=O)OCC (ethyl acetate), FC(C(=O)OC(C(F)(F)F)=O)(F)F (trifluoroacetic anhydride). The product is C(C)(=O)OC1=C(C=CC=C1C(C)C)C(C)C (2,6-Diisopropylphenyl acetate). Reaction SMILES: [CH:1]([C:4]1[CH:9]=[CH:8][CH:7]=[C:6]([CH:10]([CH3:12])[CH3:11])[C:5]=1[OH:13])([CH3:3])[CH3:2].[C:14](O)(=[O:16])[CH3:15]>FC(F)(F)C(OC(=O)C(F)(F)F)=O.C(OCC)(=O)C>[C:14]([O:13][C:5]1[C:4]([CH:1]([CH3:3])[CH3:2])=[CH:9][CH:8]=[CH:7][C:6]=1[CH:10]([CH3:12])[CH3:11])(=[O:16])[CH3:15]. Procedure: A suspension of 2,6-diisopropylphenol (5.32 g) in 35 ml of trifluoroacetic anhydride is treated with 1.75 ml of glacial acetic acid under a nitrogen atmosphere. Upon completion of the addition of acetic acid, the solids are in mixture. Solvent evaporation gives an oil which is taken up in 150 ml of ethyl acetate and washed twice with saturated aqueous sodium bicarbonate and once with saline. Drying of the organic layer with sodium sulfate followed by filtration and solvent evaporation gives 6.55... The reactants are C(C)(=O)C1=CC=CC=C1 (acetophenone), C(C)(=O)C1=CC=CC=C1 (acetophenone), C(Cl)(Cl)Cl (chloroform), C(C)(=O)C1=CC=CC=C1 (acetophenone), BrBr (Bromine), BrBr (bromine). Reagents/catalysts: C(C)(=O)O (acetic acid). The solvent is C(C)OCC (diethyl ether), C(Cl)Cl (methylene chloride), C(Cl)Cl (methylenechloride), C(C)OCC (diethyl ether). Product: BrCC(=O)C1=CC=CC=C1 (2-bromoacetophenone). RXN SMILES: [C:1]([C:4]1[CH:9]=[CH:8][CH:7]=[CH:6][CH:5]=1)(=[O:3])[CH3:2].C(Cl)(Cl)Cl.[Br:14]Br>C(OCC)C.C(Cl)Cl.C(O)(=O)C>[Br:14][CH2:2][C:1]([C:4]1[CH:9]=[CH:8][CH:7]=[CH:6][CH:5]=1)=[O:3]. Procedure details: The appropriate acetophenone (Intermediate A) was dissolved in diethyl ether, methylene chloride, or chloroform, and cooled to 0° C. Bromine (1.1 equiv) was dissolved in either methylenechloride or diethyl ether and added to the solution of acetophenone via a dropping funnel. After the addition of bromine was complete 2 drops of acetic acid were added and the solution was warmed to room temperature. Solvent was removed under reduced pressure to provide crude 2-bromoacetophenone (Intermediate B) ... Starting materials: C([O-])([O-])=O.[K+].[K+] (potassium carbonate), C(C)(C)(C)OC(=O)N1CCNCC1 (piperazine-1-carboxylic acid tert-butyl ester), FC1=C(C#N)C(=CC=C1F)F (2,3,6-trifluorobenzonitrile). Run in CN(C)C=O (DMF). Conditions: time 30 minute. Product: C(C)(C)(C)OC(=O)N1CCN(CC1)C1=C(C(=CC=C1F)F)C#N (4-(2-cyano-3,6-difluoro-phenyl)-piperazine-1-carboxylic acid tert-butyl ester). Isolated yield 32.3%. RXN SMILES: F[C:2]1[C:9]([F:10])=[CH:8][CH:7]=[C:6]([F:11])[C:3]=1[C:4]#[N:5].C(=O)([O-])[O-].[K+].[K+].[C:18]([O:22][C:23]([N:25]1[CH2:30][CH2:29][NH:28][CH2:27][CH2:26]1)=[O:24])([CH3:21])([CH3:20])[CH3:19]>CN(C=O)C>[C:18]([O:22][C:23]([N:25]1[CH2:30][CH2:29][N:28]([C:2]2[C:9]([F:10])=[CH:8][CH:7]=[C:6]([F:11])[C:3]=2[C:4]#[N:5])[CH2:27][CH2:26]1)=[O:24])([CH3:21])([CH3:19])[CH3:20] |f:1.2.3|. Reported procedure: To 1.0 g (6.36 mmol)of 2,3,6-trifluorobenzonitrile dissolved in 10 mL DMF was added 1.05 g (1.2 eq., 7.63 mmol) potassium carbonate and 1.18 g (1 eq., 6.36 mmol) piperazine-1-carboxylic acid tert-butyl ester. The mixture was stirred 30 minutes to completion, partitioned between ethyl acetate and water, dried over magnesium sulfate and concentrated under reduced pressure. Column chromatography, eluting with ethyl acetate/hexanes provided 665 mg of 4-(2-cyano-3,6-difluoro-phenyl)-piperazine-1-carb... Reactants: C(C1=CC=CC=C1)N(C1=NC=2C=CC=CC2C2=C1N=CN2CCCCS(=O)(=O)C2=CC=CC=C2)CC2=CC=CC=C2 (N,N-dibenzyl-1-[4-(phenylsulfonyl)butyl]-1H-imidazo[4,5-c]quinolin-4-amine), OS(=O)(=O)C(F)(F)F (triflic acid). Solvent: ClCCl (dichloromethane). Run at time 24 hour. The product is C1(=CC=CC=C1)S(=O)(=O)CCCCN1C=NC=2C(=NC=3C=CC=CC3C21)N (1-[4-(phenylsulfonyl)butyl]-1H-imidazo[4,5-c]quinolin-4-amine). Isolated yield 47.2%. As a reaction SMILES: C([N:8](CC1C=CC=CC=1)[C:9]1[C:18]2[N:19]=[CH:20][N:21]([CH2:22][CH2:23][CH2:24][CH2:25][S:26]([C:29]3[CH:34]=[CH:33][CH:32]=[CH:31][CH:30]=3)(=[O:28])=[O:27])[C:17]=2[C:16]2[CH:15]=[CH:14][CH:13]=[CH:12][C:11]=2[N:10]=1)C1C=CC=CC=1.OS(C(F)(F)F)(=O)=O>ClCCl>[C:29]1([S:26]([CH2:25][CH2:24][CH2:23][CH2:22][N:21]2[C:17]3[C:16]4[CH:15]=[CH:14][CH:13]=[CH:12][C:11]=4[N:10]=[C:9]([NH2:8])[C:18]=3[N:19]=[CH:20]2)(=[O:28])=[O:27])[CH:34]=[CH:33][CH:32]=[CH:31][CH:30]=1. Reported procedure: A round bottom flask was charged with a magnetic stir bar, N,N-dibenzyl-1-[4-(phenylsulfonyl)butyl]-1H-imidazo[4,5-c]quinolin-4-amine (1.0 g, 1.78 mmol), triflic acid (2.68 g, 17.83 mmol), and anhydrous dichloromethane (14 mL) under a nitrogen atmosphere. The reaction was judged to be complete after stirring at ambient temperature for 24 hours. The solution was partitioned between chloroform and excess aqueous sodium hydroxide (20%). The layers were separated. The aqueous layer was extracted wit...